Dataset: the Open Reaction Database (ORD), a public repository of structured organic reaction records. Task: describe an organic reaction: reactants, conditions, products, and yield As a reaction SMILES: [Cl:1][C:2]1[N:3]=[CH:4][C:5]2[C:10]([CH:11]=1)=[CH:9][C:8]([C:12]1[CH:13]=[N:14][NH:15][CH:16]=1)=[CH:7][CH:6]=2.[CH:17]12[O:23][CH:22]1[CH2:21][CH2:20][CH2:19][CH2:18]2>>[Cl:1][C:2]1[N:3]=[CH:4][C:5]2[C:10]([CH:11]=1)=[CH:9][C:8]([C:12]1[CH:16]=[N:15][N:14]([CH:21]3[CH2:20][CH2:19][CH2:18][CH2:17][CH:22]3[OH:23])[CH:13]=1)=[CH:7][CH:6]=2. Procedure: The title compound was prepared according to the method described for Preparation 45 using 3-chloro-6-(1H-pyrazol-4-yl)isoquinoline and 7-oxabicyclo[4.1.0]heptane. The reactants are ClC=1N=CC2=CC=C(C=C2C1)C=1C=NNC1 (3-chloro-6-(1H-pyrazol-4-yl)isoquinoline), C12CCCCC2O1 (7-oxabicyclo[4.1.0]heptane). The product is ClC=1N=CC2=CC=C(C=C2C1)C=1C=NN(C1)C1C(CCCC1)O (Racemic 2-(4-(3-Chloroisoquinolin-6-yl)-1H-pyrazol-1-yl)cyclohexanol). Conditions: temperature 20 celsius, time 2 day. The reactants are COC(=O)CCCC1=CNC2=CC(=CC=C12)C(=O)OC (methyl 3-(3-methoxycarbonylpropyl)-indole-6-carboxylate), [OH-].[Na+] (sodium hydroxide). Reported procedure: To a solution of methyl 3-(3-methoxycarbonylpropyl)-indole-6-carboxylate (656 mg) in methanol (24 ml) was added 1N aqueous sodium hydroxide (2.46 ml), and the mixture was stirred at 20° C. for 2 days. The resulting mixture was evaporated in vacuo, and the residue was acidified with 1N hydrochloric acid (2.6 ml) and extracted with ethyl acetate. The organic chase was washed with brine, dried over sodium sulfate and evaporated in vacuo. The residue was triturated with ether to give methyl 3-(3-car... As a reaction SMILES: C[O:2][C:3]([CH2:5][CH2:6][CH2:7][C:8]1[C:16]2[C:11](=[CH:12][C:13]([C:17]([O:19][CH3:20])=[O:18])=[CH:14][CH:15]=2)[NH:10][CH:9]=1)=[O:4].[OH-].[Na+]>CO>[C:3]([CH2:5][CH2:6][CH2:7][C:8]1[C:16]2[C:11](=[CH:12][C:13]([C:17]([O:19][CH3:20])=[O:18])=[CH:14][CH:15]=2)[NH:10][CH:9]=1)([OH:4])=[O:2] |f:1.2|. The solvent is CO (methanol). Yield: 78.1%. Yields the product C(=O)(O)CCCC1=CNC2=CC(=CC=C12)C(=O)OC (methyl 3-(3-carboxypropyl)indole-6-carboxylate). The reactants are BrC(C(=O)NC1=CC(=NC2=CC=C(C=C12)C)N1CCS(C2=C(C1)C=CC=C2)(=O)=O)(C)C (2-bromo-N-[2-(1,1-dioxido-2,3-dihydro-1,4-benzothiazepin-4(5H)-yl)-6-methylquinolin-4-yl]-2-methylpropanamide), C(C)N (ethylamine), CO (methanol). Product: O=S1(CCN(CC2=C1C=CC=C2)C2=NC1=CC=C(C=C1C(=C2)NC(C(C)(C)OC)=O)C)=O (N-[2-(1,1-Dioxido-2,3-dihydro-1,4-benzothiazepin-4(5H)-yl)-6-methylquinolin-4-yl]-2-methoxy-2-methylpropanamide), powder. Isolated yield 21.0%. As a reaction SMILES: Br[C:2]([CH3:31])([CH3:30])[C:3]([NH:5][C:6]1[C:15]2[C:10](=[CH:11][CH:12]=[C:13]([CH3:16])[CH:14]=2)[N:9]=[C:8]([N:17]2[CH2:23][C:22]3[CH:24]=[CH:25][CH:26]=[CH:27][C:21]=3[S:20](=[O:29])(=[O:28])[CH2:19][CH2:18]2)[CH:7]=1)=[O:4].C(N)C.[CH3:35][OH:36]>>[O:28]=[S:20]1(=[O:29])[C:21]2[CH:27]=[CH:26][CH:25]=[CH:24][C:22]=2[CH2:23][N:17]([C:8]2[CH:7]=[C:6]([NH:5][C:3](=[O:4])[C:2]([O:36][CH3:35])([CH3:31])[CH3:30])[C:15]3[C:10](=[CH:11][CH:12]=[C:13]([CH3:16])[CH:14]=3)[N:9]=2)[CH2:18][CH2:19]1. Procedure details: To a solution of 2-bromo-N-[2-(1,1-dioxido-2,3-dihydro-1,4-benzothiazepin-4(5H)-yl)-6-methylquinolin-4-yl]-2-methylpropanamide (80 mg, 0.159 mmol, prepared in Example 40-2) in methanol (5 mL) was added ethylamine (1 mL), the resulting mixture was heated under reflux overnight. After being cooled to room temperature, the resulting mixture was concentrated in vacuo. The residue was purified by preparative TLC (eluting with 33% ethyl acetate in hexanes) to afford 15 mg of the title compound as a li... Reactants: O (water), C1=CN=C2N1C1=C(NC2=O)C=2C=CC=CC2C1 (5H,10H-imidazo[1,2-a]indeno[1,2-e]pyrazin-4-one), FC=1C=C(C=O)C=CC1 (3-fluorobenzaldehyde), [H-].[Na+] (sodium hydride), O (water). Solvent: CS(=O)C (dimethyl sulphoxide), CO (methanol), C(C)(=O)O (acetic acid), CN(C=O)C (dimethylformamide), CN(C=O)C (dimethylformamide), C(C)(=O)O (acetic acid). Reaction conditions: temperature 20 celsius, time 5 minute. Yields the product FC=1C=C(C=C2C=3C=CC=CC3C=3NC(C=4N(C32)C=CN4)=O)C=CC1 (10-(3-fluorobenzylidene)-5H,10H-imidazo[1,2-a]indeno-(1,2-e]pyrazin-4-one). Isolated yield 12.0%. As a reaction SMILES: [CH:1]1[N:5]2[C:6]3[CH2:17][C:16]4[CH:15]=[CH:14][CH:13]=[CH:12][C:11]=4[C:7]=3[NH:8][C:9](=[O:10])[C:4]2=[N:3][CH:2]=1.[F:18][C:19]1[CH:20]=[C:21]([CH:24]=[CH:25][CH:26]=1)[CH:22]=O.[H-].[Na+].O>CS(C)=O.CN(C)C=O.CO.C(O)(=O)C>[F:18][C:19]1[CH:20]=[C:21]([CH:24]=[CH:25][CH:26]=1)[CH:22]=[C:17]1[C:6]2[N:5]3[CH:1]=[CH:2][N:3]=[C:4]3[C:9](=[O:10])[NH:8][C:7]=2[C:11]2[CH:12]=[CH:13][CH:14]=[CH:15][C:16]1=2 |f:2.3|. Reported procedure: To a suspension, maintained under a nitrogen atmosphere and at a temperature in the region of 20° C., of 2.2 g of 5H,10H-imidazo[1,2-a]indeno[1,2-e]pyrazin-4-one in 45 ml of anhydrous dimethyl sulphoxide are added 1.34 g of 3-fluorobenzaldehyde and then, over 5 minutes, 0.72 g of 80% sodium hydride. The mixture is stirred for 15 hours at the same temperature, followed by slow addition of 45 ml of distilled water and 12 ml of acetic acid. The insoluble product formed is isolated by filtration, wa... Starting materials: CN1C2=NC(=NC(=C2N=C1CN1CCC(CC1)C(C)(C)O)N1CCOCC1)[Sn](CCCC)(CCCC)CCCC (2-[1-(9-methyl-6-morpholin-4-yl-2-(tributylstannanyl)-9H-purin-8-ylmethyl)piperidin-4-yl]propan-2-ol), FC=1C=NC2=CC=CC=C2C1I (3-fluoro-4-iodoquinoline). Yields the product FC=1C=NC2=CC=CC=C2C1C1=NC(=C2N=C(N(C2=N1)C)CN1CCC(CC1)C(C)(C)O)N1CCOCC1 (2-(1-((2-(3-fluoroquinolin-4-yl)-9-methyl-6-morpholino-9H-purin-8-yl)methyl)piperidin-4-yl)propan-2-ol). RXN SMILES: [CH3:1][N:2]1[C:10]([CH2:11][N:12]2[CH2:17][CH2:16][CH:15]([C:18]([OH:21])([CH3:20])[CH3:19])[CH2:14][CH2:13]2)=[N:9][C:8]2[C:3]1=[N:4][C:5]([Sn](CCCC)(CCCC)CCCC)=[N:6][C:7]=2[N:22]1[CH2:27][CH2:26][O:25][CH2:24][CH2:23]1.[F:41][C:42]1[CH:43]=[N:44][C:45]2[C:50]([C:51]=1I)=[CH:49][CH:48]=[CH:47][CH:46]=2>>[F:41][C:42]1[CH:43]=[N:44][C:45]2[C:50]([C:51]=1[C:5]1[N:4]=[C:3]3[C:8]([N:9]=[C:10]([CH2:11][N:12]4[CH2:13][CH2:14][CH:15]([C:18]([OH:21])([CH3:19])[CH3:20])[CH2:16][CH2:17]4)[N:2]3[CH3:1])=[C:7]([N:22]3[CH2:23][CH2:24][O:25][CH2:26][CH2:27]3)[N:6]=1)=[CH:49][CH:48]=[CH:47][CH:46]=2. Procedure: Following the procedure for 165, 2-[1-(9-methyl-6-morpholin-4-yl-2-(tributylstannanyl)-9H-purin-8-ylmethyl)piperidin-4-yl]propan-2-ol and 3-fluoro-4-iodoquinoline were reacted to give 225. LCMS m/z: 520.2 (MH+) Reaction SMILES: [CH3:11][CH:12]1[NH:13][CH2:14][CH2:15][NH:16][CH2:17]1.[F:1][c:2]1[cH:3][cH:4][c:5]([C:6](=[O:7])[NH2:8])[cH:9][cH:10]1.[OH2:18]>>[c:2]1([N:16]2[CH2:15][CH2:14][NH:13][CH:12]([CH3:11])[CH2:17]2)[cH:3][cH:4][c:5]([C:6](=[O:7])[NH2:8])[cH:9][cH:10]1. Yields the product CC1CN(c2ccc(C(N)=O)cc2)CCN1. Starting materials: CC1CNCCN1, NC(=O)c1ccc(F)cc1, O. Yields the product COC1=CC=C(C=C1)C=1N=NC(=CC1C1=CC=C(C=C1)OC)OC1=C(C=CC=C1)C#N (3,4-bis(4-methoxyphenyl)-6-(2-cyanophenoxy)pyridazine), solid. Yield: 88.1%. As a reaction SMILES: [CH3:1][O:2][C:3]1[CH:8]=[CH:7][C:6]([C:9]2[N:10]=[N:11][C:12](Cl)=[CH:13][C:14]=2[C:15]2[CH:20]=[CH:19][C:18]([O:21][CH3:22])=[CH:17][CH:16]=2)=[CH:5][CH:4]=1.[C:24]([C:26]1[CH:31]=[CH:30][CH:29]=[CH:28][C:27]=1[OH:32])#[N:25]>>[CH3:1][O:2][C:3]1[CH:8]=[CH:7][C:6]([C:9]2[N:10]=[N:11][C:12]([O:32][C:27]3[CH:28]=[CH:29][CH:30]=[CH:31][C:26]=3[C:24]#[N:25])=[CH:13][C:14]=2[C:15]2[CH:20]=[CH:19][C:18]([O:21][CH3:22])=[CH:17][CH:16]=2)=[CH:5][CH:4]=1. Reported procedure: In a similar manner as in Example 2, 3,4-bis(4-methoxyphenyl)-6-chloropyridazine (110 mg, 0.337 mmol) and 2-cyanophenol were reacted as starting materials at 150° C. for 24 hours and post-treatment was then conducted, whereby the title compound was obtained as a pale yellow amorphous solid (121.4 mg, 88.1%). Melting point: 197.7-201.1° C. (ethyl acetate-hexane). The reactants are COC1=CC=C(C=C1)C=1N=NC(=CC1C1=CC=C(C=C1)OC)Cl (3,4-bis(4-methoxyphenyl)-6-chloropyridazine), C(#N)C1=C(C=CC=C1)O (2-cyanophenol). Reactants: C1(C=2C(C(N1CC(CCC(C)=O)=O)=O)=CC=CC2)=O (6-phthalimido-2,5-hexanedione), S(=O)(=O)(O)O.NCC#N (aminoacetonitrile sulphate), C(C)(=O)[O-].[Na+] (sodium acetate). Run in COCCOC (ethylene glycol dimethyl ether). Product: C(#N)CN1C(=CC=C1C)CN1C(C=2C(C1=O)=CC=CC2)=O (1-Cyanomethyl-2-(phthalimido-methyl)-5-methyl-pyrrole). Reaction SMILES: [C:1]1(=[O:19])[N:5]([CH2:6][C:7](=O)[CH2:8][CH2:9][C:10](=O)[CH3:11])[C:4](=[O:14])[C:3]2=[CH:15][CH:16]=[CH:17][CH:18]=[C:2]12.S(O)(O)(=O)=O.[NH2:25][CH2:26][C:27]#[N:28].C([O-])(=O)C.[Na+]>COCCOC>[C:26]([CH2:27][N:28]1[C:10]([CH3:11])=[CH:9][CH:8]=[C:7]1[CH2:6][N:5]1[C:4](=[O:14])[C:3]2=[CH:15][CH:16]=[CH:17][CH:18]=[C:2]2[C:1]1=[O:19])#[N:25] |f:1.2,3.4|. Procedure details: 10.4 g (0.04 mol) of 6-phthalimido-2,5-hexanedione, 6.2 g (0.04 mol) of aminoacetonitrile sulphate and 6.8 g (0.08 mol) of sodium acetate are stirred in 200 ml of ethylene glycol dimethyl ether at 80° C. for 16 hours and the mixture is worked up as in Example 27. Starting materials: compound, NC1=NOC=C1 (3-aminoisoxazole), ClC1=NC=NC2=CC=C(C=C12)O (4-chloro-6-hydroxy-quinazoline), FCC(CF)O (1,3-difluoro-2-propanol). The product is FCC(OC=1C=C2C(=NC=NC2=CC1)NC1=NOC=C1)CF ([6-(2-Fluoro-1-fluoromethyl-ethoxy)-quinazolin-4-yl]-isoxazol-3-yl-amine). RXN SMILES: Cl[C:2]1[C:11]2[C:6](=[CH:7][CH:8]=[C:9]([OH:12])[CH:10]=2)[N:5]=[CH:4][N:3]=1.[F:13][CH2:14][CH:15](O)[CH2:16][F:17].[NH2:19][C:20]1[CH:24]=[CH:23][O:22][N:21]=1>>[F:13][CH2:14][CH:15]([CH2:16][F:17])[O:12][C:9]1[CH:10]=[C:11]2[C:6](=[CH:7][CH:8]=1)[N:5]=[CH:4][N:3]=[C:2]2[NH:19][C:20]1[CH:24]=[CH:23][O:22][N:21]=1. Reported procedure: The compound of Example 28 was manufactured by the same method as in Example 22, by a similar method thereto or by a combination of such a method with a conventional method using 4-chloro-6-hydroxy-quinazoline, 1,3-difluoro-2-propanol and 3-aminoisoxazole. Reaction SMILES: [CH2:1]([NH:6][C:7]1[CH:12]=[CH:11][CH:10]=[CH:9][CH:8]=1)[CH2:2][CH2:3][CH2:4][CH3:5].[OH-].[Na+].[C:15](Cl)([Cl:17])=[O:16]>C1(C)C=CC=CC=1>[CH2:1]([N:6]([C:7]1[CH:8]=[CH:9][CH:10]=[CH:11][CH:12]=1)[C:15]([Cl:17])=[O:16])[CH2:2][CH2:3][CH2:4][CH3:5] |f:1.2|. Product: C(CCCC)N(C(=O)Cl)C1=CC=CC=C1 (N-Pentyl-N-phenylcarbamoyl chloride). Run at time 30 minute. The yield is 98.3%. Procedure: A solution of 4.05 g (24.8 mmole) of N-Pentylaniline (from Step A) in 45 ml of toluene an 8.96 ml (24.8 mmole) of 2.77N NaOH were mechanically stirred at -5° C., and 25.7 ml (49.6 mmole) of 1.93M phosgene in toluene was added dropwise over 30 minutes while maintaining -5°. After half the phosgene solution had been added, the rate of addition was increased easily. After stirring at -5° for an additional 30 minutes, the phases were separated and the toluene layer was dried over 10 g of solid sodiu... Starting materials: C(CCCC)NC1=CC=CC=C1 (N-Pentylaniline), [OH-].[Na+] (NaOH), C(=O)(Cl)Cl (phosgene), C(=O)(Cl)Cl (phosgene). Run in C1(=CC=CC=C1)C (toluene), C1(=CC=CC=C1)C (toluene).